This data is from the Open Reaction Database (ORD), a public repository of structured organic reaction records. The task is: describe an organic reaction: reactants, conditions, products, and yield Yields the product O=C1OC(O)C2=C1CCCC2. Reaction SMILES: [BH4-:12].[C:1]12=[C:2]([CH2:3][CH2:4][CH2:5][CH2:6]1)[C:7](=[O:8])[O:9][C:10]2=[O:11].[ClH:14].[Na+:13].[O:15]1[CH2:16][CH2:17][CH2:18][CH2:19]1>>[C:1]12=[C:2]([CH2:3][CH2:4][CH2:5][CH2:6]1)[C:7](=[O:8])[O:9][CH:10]2[OH:11]. The reactants are [BH4-], O=C1OC(=O)C2=C1CCCC2, Cl, [Na+], C1CCOC1. Reactants: FC1=CC=C(C(=N)N)C=C1 (4-fluoro-benzamidine), FC1=CC=C(C(=O)NN)C=C1 (4-fluoro-benzoic acid hydrazide). Product: FC1=CC=C(C=C1)C1=NNC(=N1)C1=CC=C(C=C1)F (3,5-bis-(4-Fluoro-phenyl)-1H-(1,2,4)triazole). The yield is 71.2%. Reaction SMILES: [F:1][C:2]1[CH:10]=[CH:9][C:5]([C:6]([NH2:8])=[NH:7])=[CH:4][CH:3]=1.[F:11][C:12]1[CH:21]=[CH:20][C:15]([C:16]([NH:18]N)=O)=[CH:14][CH:13]=1>>[F:1][C:2]1[CH:10]=[CH:9][C:5]([C:6]2[N:8]=[C:16]([C:15]3[CH:20]=[CH:21][C:12]([F:11])=[CH:13][CH:14]=3)[NH:18][N:7]=2)=[CH:4][CH:3]=1. Reported procedure: 4 g 4-fluoro-benzamidine was mixed with 4.5 g 4-fluoro-benzoic acid hydrazide and the mixture was melted. Then the mixture was crystallized from ethyl acetate to yield 5.3 g of the desired compound. Rt: 1.55 min (method A), (M+H)+: 258 Reactants: [H][H] (hydrogen), 50, C(C)(=O)NC1=CC=C2C(=N1)C(=CN2)C=2CCN(CC2)C (5-(N-acetylamino)-3-(1-methyl-1,2,3,6-tetrahydropyridin-4-yl)pyrrolo[3,2-b]pyridine). The reagents and catalysts are [Pd] (palladium on carbon). Solvent: C(C)O (ethanol). Product: C(C)(=O)NC1=CC=C2C(=N1)C(=CN2)C2CCN(CC2)C (5-(N-acetylamino)-3-(1-methylpiperidin-4-yl)pyrrolo[3,2-b]pyridine). Reaction SMILES: [C:1]([NH:4][C:5]1[N:10]=[C:9]2[C:11]([C:14]3[CH2:15][CH2:16][N:17]([CH3:20])[CH2:18][CH:19]=3)=[CH:12][NH:13][C:8]2=[CH:7][CH:6]=1)(=[O:3])[CH3:2].[H][H]>[Pd].C(O)C>[C:1]([NH:4][C:5]1[N:10]=[C:9]2[C:11]([CH:14]3[CH2:15][CH2:16][N:17]([CH3:20])[CH2:18][CH2:19]3)=[CH:12][NH:13][C:8]2=[CH:7][CH:6]=1)(=[O:3])[CH3:2]. Procedure: A mixture of 0.30 gm (1.1 mMol) 5-(N-acetylamino)-3-(1-methyl-1,2,3,6-tetrahydropyridin-4-yl)pyrrolo[3,2-b]pyridine and 0.05 gm 10% palladium on carbon in 15 mL ethanol was hydrogenated at room temperature for 18 hours at an initial hydrogen pressure of 50 p.s.i. The reaction mixture was filtered and the filtrate concentrated under reduced pressure. The residue was subjected to silica gel chromatography, eluting with ethyl acetate containing 20% methanol and 1% ammonium hydroxide. Fractions cont... The reactants are O[C@@H](C(=O)O)CC(C)C (2-(R)-hydroxy-4-methylpentanoic acid), C(C1=CC=CC=C1)O (benzyl alcohol), O.C1(=CC=C(C=C1)S(=O)(=O)O)C (p-toluenesulfonic acid monohydrate). Solvent: C1=CC=CC=C1 (benzene). Product: O[C@@H](C(=O)OCC1=CC=CC=C1)CC(C)C (Benzyl 2-(R)-hydroxy-4-methyl-pentanoate). Isolated yield 66.7%. RXN SMILES: [OH:1][C@H:2]([CH2:6][CH:7]([CH3:9])[CH3:8])[C:3]([OH:5])=[O:4].[CH2:10](O)[C:11]1[CH:16]=[CH:15][CH:14]=[CH:13][CH:12]=1.O.C1(C)C=CC(S(O)(=O)=O)=CC=1>C1C=CC=CC=1>[OH:1][C@H:2]([CH2:6][CH:7]([CH3:9])[CH3:8])[C:3]([O:5][CH2:10][C:11]1[CH:16]=[CH:15][CH:14]=[CH:13][CH:12]=1)=[O:4] |f:2.3|. Procedure details: A mixture of 2.05 g of 2-(R)-hydroxy-4-methylpentanoic acid, 2.01 g of benzyl alcohol and 0.251 g of p-toluenesulfonic acid monohydrate in 40 ml of benzene was heated to reflux for 1.5 hours. The reaction mixture, after being allowed to cool, was washed with a saturated aqueous solution of sodium bicarbonate and brine, and then dried over anhydrous magnesium sulfate. Then the solvent was distilled off under reduced pressure to yield the title compound as a colorless oil (2.30 g).